Dataset: the Open Reaction Database (ORD), a public repository of structured organic reaction records. Task: describe an organic reaction: reactants, conditions, products, and yield The reactants are ( XII ), SO2N(CH3)2X, C(CC)C1=C(C=2N(C(=N1)C)N=C(N2)S(=O)(=O)Cl)CC2=CC=C(C=C2)C2=C(C=CC=C2)C#N ({7-n-propyl-5-methyl-8-[(2'-cyano-4-biphenylyl)methyl]-1,2,4-triazolo[1,5-c]pyrimidin-2-yl}sulphonyl chloride), aqueous solution, CNC (dimethylamine). Yields the product CN(S(=O)(=O)C1=NN2C(=NC(=C(C2=N1)CC1=CC=C(C=C1)C1=C(C=CC=C1)C#N)CCC)C)C (N,N-dimethyl-{7-n-propyl-5-methyl-8-[(2'-cyano-4-biphenylyl)methyl]-1,2,4-triazolo[1,5-c]pyrimidin-2-yl}sulphonamide). RXN SMILES: [CH2:1]([C:4]1[N:9]=[C:8]([CH3:10])[N:7]2[N:11]=[C:12]([S:14](Cl)(=[O:16])=[O:15])[N:13]=[C:6]2[C:5]=1[CH2:18][C:19]1[CH:24]=[CH:23][C:22]([C:25]2[CH:30]=[CH:29][CH:28]=[CH:27][C:26]=2[C:31]#[N:32])=[CH:21][CH:20]=1)[CH2:2][CH3:3].[CH3:33][NH:34][CH3:35]>>[CH3:33][N:34]([CH3:35])[S:14]([C:12]1[N:13]=[C:6]2[N:7]([C:8]([CH3:10])=[N:9][C:4]([CH2:1][CH2:2][CH3:3])=[C:5]2[CH2:18][C:19]2[CH:20]=[CH:21][C:22]([C:25]3[CH:30]=[CH:29][CH:28]=[CH:27][C:26]=3[C:31]#[N:32])=[CH:23][CH:24]=2)[N:11]=1)(=[O:15])=[O:16]. Reported procedure: Formula (XII): R1 =n-propyl, R2 =methyl, X=N, Y=C--SO2N(CH3)2X Y=double bond, ##STR122## 8 g of {7-n-propyl-5-methyl-8-[(2'-cyano-4-biphenylyl)methyl]-1,2,4-triazolo[1,5-c]pyrimidin-2-yl}sulphonyl chloride, prepared in Example 45, are stirred with 40 ml of a 40% aqueous solution of dimethylamine for one hour at 50° C. The mixture is then extracted with chloroform, and the organic phase is dried over magnesium sulphate and then concentrated under vacuum to give 5.5 g of N,N-dimethyl-{7-n-propyl-5... The reactants are C(C)(C)(C)OC(=O)N1CCC(=CC1)C1=CC2=C(N=CN=C2Cl)N1 (4-(4-chloro-7H-pyrrolo[2,3-d]pyrimidin-6-yl)-3,6-dihydro-2H-pyridine-1-carboxylic acid tert-butyl ester), CN1C=NC2=C1C=C(C=C2)N (3-methyl-3H-benzoimidazol-5-ylamine). Solvent: CCCCO (n-BuOH). Reaction conditions: temperature 120 celsius. Product: C(C)(C)(C)OC(=O)N1CCC(=CC1)C1=CC2=C(N=CN=C2NC2=CC3=C(N=CN3C)C=C2)N1 (4-[4-(3-Methyl-3H-benzimidazol-5-ylamino)-7H-pyrrolo[2,3-d]pyrimidin-6-yl]-3,6-dihydro-2H-pyridine-1-carboxylic acid tert-butyl ester). As a reaction SMILES: [C:1]([O:5][C:6]([N:8]1[CH2:13][CH:12]=[C:11]([C:14]2[NH:23][C:17]3[N:18]=[CH:19][N:20]=[C:21](Cl)[C:16]=3[CH:15]=2)[CH2:10][CH2:9]1)=[O:7])([CH3:4])([CH3:3])[CH3:2].[CH3:24][N:25]1[C:29]2[CH:30]=[C:31]([NH2:34])[CH:32]=[CH:33][C:28]=2[N:27]=[CH:26]1>CCCCO>[C:1]([O:5][C:6]([N:8]1[CH2:13][CH:12]=[C:11]([C:14]2[NH:23][C:17]3[N:18]=[CH:19][N:20]=[C:21]([NH:34][C:31]4[CH:32]=[CH:33][C:28]5[N:27]=[CH:26][N:25]([CH3:24])[C:29]=5[CH:30]=4)[C:16]=3[CH:15]=2)[CH2:10][CH2:9]1)=[O:7])([CH3:4])([CH3:3])[CH3:2]. Reported procedure: A mixture of 4-(4-chloro-7H-pyrrolo[2,3-d]pyrimidin-6-yl)-3,6-dihydro-2H-pyridine-1-carboxylic acid tert-butyl ester (134 mg, 0.400 mmol) and 3-methyl-3H-benzoimidazol-5-ylamine (70.6 mg, 0.480 mmol) in n-BuOH (3 mL) in a sealed tube was heated at 120° C. for 17 h and concentrated in vacuo to obtain a brown solid that was purified using the mass-directed purification system to yield the title compound as beige solid. 1H NMR (CD3OD, 400 MHz): δ=1.52 (s, 9H), 2.57 (brs, 2H), 3.68 (brs, 2H), 3.93 (... The reactants are N[C@@H]1[C@@H](CCCC1)NC=1N=NC(=C(N1)NC=1C=NC=CC1)C(=O)N (3-(((1R,2S)-2-aminocyclohexyl)amino)-5-(pyridin-3-ylamino)-1,2,4-triazine-6-carboxamide), IC1=C2C(=NC=C1)N(N=C2)C (4-iodo-1-methyl-1H-pyrazolo[3,4-b]pyridine), C=1C=CC(=CC1)P(C=2C=CC=CC2)C3=CC=C4C=CC=CC4=C3C5=C6C=CC=CC6=CC=C5P(C=7C=CC=CC7)C=8C=CC=CC8 (BINAP), CC1(C2=C(C(=CC=C2)P(C3=CC=CC=C3)C4=CC=CC=C4)OC5=C(C=CC=C51)P(C6=CC=CC=C6)C7=CC=CC=C7)C (Xantphos). Reagents/catalysts: CC(=O)[O-].CC(=O)[O-].[Pd+2] (Pd(OAc)2), C=1C=CC(=CC1)/C=C/C(=O)/C=C/C2=CC=CC=C2.C=1C=CC(=CC1)/C=C/C(=O)/C=C/C2=CC=CC=C2.C=1C=CC(=CC1)/C=C/C(=O)/C=C/C2=CC=CC=C2.[Pd].[Pd] (Pd2(dba)3). Run in O1CCOCC1 (dioxane). Yields the product N[C@@H]1[C@@H](CCCC1)NC=1N=NC(=C(N1)NC1=C2C(=NC=C1)N(N=C2)C)C(=O)N (3-(((1R,2S)-2-aminocyclohexyl)amino)-5-((1-methyl-1H-pyrazolo[3,4-b]pyridin-4-yl)amino)-1,2,4-triazine-6-carboxamide). As a reaction SMILES: [NH2:1][C@H:2]1[CH2:7][CH2:6][CH2:5][CH2:4][C@H:3]1[NH:8][C:9]1[N:10]=[N:11][C:12]([C:22]([NH2:24])=[O:23])=[C:13]([NH:15][C:16]2[CH:17]=NC=[CH:20][CH:21]=2)[N:14]=1.C1C=CC(P(C2C(C3C(P(C4C=CC=CC=4)C4C=CC=CC=4)=CC=C4C=3C=CC=C4)=C3C(C=CC=C3)=CC=2)C2C=CC=CC=2)=CC=1.CC1(C)C2C(=C(P(C3C=CC=CC=3)C3C=CC=CC=3)C=CC=2)OC2C(P(C3C=CC=CC=3)C3C=CC=CC=3)=CC=CC1=2.IC1C=C[N:117]=[C:116]2[N:120]([CH3:123])[N:121]=[CH:122]C=12>CC([O-])=O.CC([O-])=O.[Pd+2].C1C=CC(/C=C/C(/C=C/C2C=CC=CC=2)=O)=CC=1.C1C=CC(/C=C/C(/C=C/C2C=CC=CC=2)=O)=CC=1.C1C=CC(/C=C/C(/C=C/C2C=CC=CC=2)=O)=CC=1.[Pd].[Pd].O1CCOCC1>[NH2:1][C@H:2]1[CH2:7][CH2:6][CH2:5][CH2:4][C@H:3]1[NH:8][C:9]1[N:10]=[N:11][C:12]([C:22]([NH2:24])=[O:23])=[C:13]([NH:15][C:16]2[CH:21]=[CH:20][N:117]=[C:116]3[N:120]([CH3:123])[N:121]=[CH:122][C:17]=23)[N:14]=1 |f:4.5.6,7.8.9.10.11|. Procedure details: The title compound was prepared in the same procedure as described in Example 3-(((1R,2S)-2-aminocyclohexyl)amino)-5-(pyridin-3-ylamino)-1,2,4-triazine-6-carboxamide. However, here Pd(OAc)2 and BINAP were substituted for Pd2(dba)3 and Xantphos. Additionally, dioxane was used as the solvent. The coupling partner, 4-iodo-1-methyl-1H-pyrazolo[3,4-b]pyridine, was synthesized as seen below. Starting materials: C1CCNCC1, Cc1cc(Nc2cc3cc(OS(=O)(=O)C(F)(F)F)ccc3c(OC(C)C)n2)n[nH]1. Yields the product Cc1cc(Nc2cc3cc(N4CCCCC4)ccc3c(OC(C)C)n2)n[nH]1. Reaction SMILES: [CH2:30]1[CH2:31][CH2:32][NH:33][CH2:34][CH2:35]1.[CH:1]([CH3:2])([CH3:3])[O:4][c:5]1[n:6][c:7]([NH:23][c:24]2[n:25][nH:26][c:27]([CH3:29])[cH:28]2)[cH:8][c:9]2[cH:10][c:11]([O:15][S:16]([C:17]([F:18])([F:19])[F:20])(=[O:21])=[O:22])[cH:12][cH:13][c:14]12>>[CH:1]([CH3:2])([CH3:3])[O:4][c:5]1[n:6][c:7]([NH:23][c:24]2[n:25][nH:26][c:27]([CH3:29])[cH:28]2)[cH:8][c:9]2[cH:10][c:11]([N:33]3[CH2:32][CH2:31][CH2:30][CH2:35][CH2:34]3)[cH:12][cH:13][c:14]12. Starting materials: CC(=O)Cl, CCOCC, ClP(Cl)(Cl)(Cl)Cl, O=C(O)c1cc2ccccc2[nH]1. Yields the product O=C(Cl)c1cc2ccccc2[nH]1. RXN SMILES: [CH3:13][C:14]([Cl:15])=[O:16].[CH3:23][CH2:24][O:25][CH2:26][CH3:27].[Cl:17][P:18]([Cl:19])([Cl:20])([Cl:21])[Cl:22].[nH:1]1[c:2]([C:10](=[O:11])[OH:12])[cH:3][c:4]2[cH:5][cH:6][cH:7][cH:8][c:9]12>>[nH:1]1[c:2]([C:10](=[O:12])[Cl:15])[cH:3][c:4]2[cH:5][cH:6][cH:7][cH:8][c:9]12.